This data is from the Open Reaction Database (ORD), a public repository of structured organic reaction records. The task is: describe an organic reaction: reactants, conditions, products, and yield Starting materials: C(#N)C1=CC=C(C=O)C=C1 (4-cyanobenzaldehyde), N1C(=O)NC(=O)C1 (hydantoin), C(C)(=O)[O-].[Na+] (sodium acetate), C(C)(=O)OC(C)=O (acetic anhydride). The solvent is C(C)(=O)O (acetic acid). The product is C(#N)C1=CC=C(C=C2C(NC(N2)=O)=O)C=C1 (5-(4-Cyanobenzylidene)-2,4-dioxoimidazolidine). As a reaction SMILES: [C:1]([C:3]1[CH:10]=[CH:9][C:6]([CH:7]=O)=[CH:5][CH:4]=1)#[N:2].[NH:11]1[CH2:17][C:15](=[O:16])[NH:14][C:12]1=[O:13].C([O-])(=O)C.[Na+].C(OC(=O)C)(=O)C>C(O)(=O)C>[C:1]([C:3]1[CH:10]=[CH:9][C:6]([CH:7]=[C:17]2[NH:11][C:12](=[O:13])[NH:14][C:15]2=[O:16])=[CH:5][CH:4]=1)#[N:2] |f:2.3|. Procedure: 36.7 g (0.28 mol) of 4-cyanobenzaldehyde, 10 g (0.1 mol) of hydantoin, 21.6 g (0.263 mol) of sodium acetate and 28.6 ml (0.3 mol) of acetic anhydride are heated under reflux in 85 ml of acetic acid for 4 hours. After cooling, the mixture is poured onto ice and extracted with methylene chloride. The methylene chloride phase is concentrated, and the residue is stirred with methanol and filtered off with suction. The reactants are [Si](C)(C)(C(C)(C)C)OCCCCCC(S(=O)(=O)C1=CC=C(C=C1)Cl)C1=C(C=CC(=C1)F)F (2-[6-(t-butyldimethylsilyloxy)-1-[(4-chlorophenyl)sulfonyl]hexyl]-1,4-difluorobenzene), O (water), [F-].C(CCC)[N+](CCCC)(CCCC)CCCC (tetrabutylammonium fluoride). Solvent: O1CCCC1 (tetrahydrofuran), O1CCCC1 (tetrahydrofuran). Conditions: time 1 hour. Product: ClC1=CC=C(C=C1)S(=O)(=O)C(CCCCCO)C1=C(C=CC(=C1)F)F (6-[(4-Chlorophenyl)sulfonyl]-6-(2,5-difluorophenyl)-1-hexanol). RXN SMILES: [Si]([O:8][CH2:9][CH2:10][CH2:11][CH2:12][CH2:13][CH:14]([C:25]1[CH:30]=[C:29]([F:31])[CH:28]=[CH:27][C:26]=1[F:32])[S:15]([C:18]1[CH:23]=[CH:22][C:21]([Cl:24])=[CH:20][CH:19]=1)(=[O:17])=[O:16])(C(C)(C)C)(C)C.[F-].C([N+](CCCC)(CCCC)CCCC)CCC.O>O1CCCC1>[Cl:24][C:21]1[CH:20]=[CH:19][C:18]([S:15]([CH:14]([C:25]2[CH:30]=[C:29]([F:31])[CH:28]=[CH:27][C:26]=2[F:32])[CH2:13][CH2:12][CH2:11][CH2:10][CH2:9][OH:8])(=[O:17])=[O:16])=[CH:23][CH:22]=1 |f:1.2|. Procedure: In tetrahydrofuran (30 ml) was dissolved 2-[6-(t-butyldimethylsilyloxy)-1-[(4-chlorophenyl)sulfonyl]hexyl]-1,4-difluorobenzene (0.70 g, 1.4 mmol). Under ice cooling, a tetrahydrofuran solution (1.0M, 4.2 ml, 4.2 mmol) of tetrabutylammonium fluoride was added and the mixture was stirred at room temperature for 1 hour. After addition of water (1.0 ml) to the reaction mixture, the mixture was concentrated under reduced pressure. The residue thus obtained was purified by silica gel chromatography (h... Starting materials: CC(=O)[O-], CCO, COc1ccc(C(C)C)cc1-c1ccc(C(F)(F)F)cc1C=O, [Cl-], [Na+], [NH3+]O. Yields the product COc1ccc(C(C)C)cc1-c1ccc(C(F)(F)F)cc1CN. As a reaction SMILES: [CH3:28][C:29](=[O:30])[O-:31].[CH3:32][CH2:33][OH:34].[CH:1]([CH3:2])([CH3:3])[c:4]1[cH:5][cH:6][c:7]([O:22][CH3:23])[c:8](-[c:10]2[c:11]([CH:20]=[O:21])[cH:12][c:13]([C:16]([F:17])([F:18])[F:19])[cH:14][cH:15]2)[cH:9]1.[Cl-:24].[Na+:27].[OH:25][NH3+:26]>>[CH:1]([CH3:2])([CH3:3])[c:4]1[cH:5][cH:6][c:7]([O:22][CH3:23])[c:8](-[c:10]2[c:11]([CH2:20][NH2:26])[cH:12][c:13]([C:16]([F:17])([F:18])[F:19])[cH:14][cH:15]2)[cH:9]1.